Dataset: the Open Reaction Database (ORD), a public repository of structured organic reaction records. Task: describe an organic reaction: reactants, conditions, products, and yield Reactants: COc1ccc(S(=O)(=O)Nc2cc(Br)cnc2Cl)cc1, CC1(C)OB(c2ccc3nc(NC(=O)C4CCCCC4)sc3c2)OC1(C)C, [Na+], [Na+], O=C([O-])[O-], C1COCCO1. The product is COc1ccc(S(=O)(=O)Nc2cc(-c3ccc4nc(NC(=O)C5CCCCC5)sc4c3)cnc2Cl)cc1. RXN SMILES: [Br:7][c:8]1[cH:9][c:10]([NH:15][S:16](=[O:17])(=[O:18])[c:19]2[cH:20][cH:21][c:22]([O:25][CH3:26])[cH:23][cH:24]2)[c:11]([Cl:14])[n:12][cH:13]1.[CH3:27][C:28]1([CH3:29])[C:30]([CH3:31])([CH3:32])[O:33][B:34]([c:35]2[cH:36][c:37]3[c:38]([n:39][c:40]([NH:42][C:43](=[O:44])[CH:45]4[CH2:46][CH2:47][CH2:48][CH2:49][CH2:50]4)[s:41]3)[cH:51][cH:52]2)[O:53]1.[Na+:1].[Na+:2].[O-:3][C:4](=[O:5])[O-:6].[O:54]1[CH2:55][CH2:56][O:57][CH2:58][CH2:59]1>>[c:8]1(-[c:35]2[cH:36][c:37]3[c:38]([n:39][c:40]([NH:42][C:43](=[O:44])[CH:45]4[CH2:46][CH2:47][CH2:48][CH2:49][CH2:50]4)[s:41]3)[cH:51][cH:52]2)[cH:9][c:10]([NH:15][S:16](=[O:17])(=[O:18])[c:19]2[cH:20][cH:21][c:22]([O:25][CH3:26])[cH:23][cH:24]2)[c:11]([Cl:14])[n:12][cH:13]1. Starting materials: [H][H] (hydrogen), NC(=O)C1CN(CCN1CC=C(C1=CC=C(C=C1)F)C1=CC=C(C=C1)F)CC(=O)NC1=C(C=CC=C1C)C (3-(aminocarbonyl)-4-[3,3-bis(4-fluorophenyl)-2-propenyl]-N-(2,6-dimethylphenyl)-1-piperazineacetamide). The reagents and catalysts are [Pd] (palladium-on-charcoal). The solvent is CO (methanol). Product: NC(=O)C1CN(CCN1CCC(C1=CC=C(C=C1)F)C1=CC=C(C=C1)F)CC(=O)NC1=C(C=CC=C1C)C (3-(aminocarbonyl)-4-[3,3-bis(4-fluorophenyl)propyl]-N-(2,6-dimethylphenyl)-1-piperazineacetamide). RXN SMILES: [NH2:1][C:2]([CH:4]1[N:9]([CH2:10][CH:11]=[C:12]([C:20]2[CH:25]=[CH:24][C:23]([F:26])=[CH:22][CH:21]=2)[C:13]2[CH:18]=[CH:17][C:16]([F:19])=[CH:15][CH:14]=2)[CH2:8][CH2:7][N:6]([CH2:27][C:28]([NH:30][C:31]2[C:36]([CH3:37])=[CH:35][CH:34]=[CH:33][C:32]=2[CH3:38])=[O:29])[CH2:5]1)=[O:3].[H][H]>[Pd].CO>[NH2:1][C:2]([CH:4]1[N:9]([CH2:10][CH2:11][CH:12]([C:20]2[CH:25]=[CH:24][C:23]([F:26])=[CH:22][CH:21]=2)[C:13]2[CH:18]=[CH:17][C:16]([F:19])=[CH:15][CH:14]=2)[CH2:8][CH2:7][N:6]([CH2:27][C:28]([NH:30][C:31]2[C:36]([CH3:37])=[CH:35][CH:34]=[CH:33][C:32]=2[CH3:38])=[O:29])[CH2:5]1)=[O:3]. Procedure details: A mixture of 4 parts of 3-(aminocarbonyl)-4-[3,3-bis(4-fluorophenyl)-2-propenyl]-N-(2,6-dimethylphenyl)-1-piperazineacetamide and 120 parts of methanol was hydrogenated at normal pressure and at room temperature with 2 parts of palladium-on-charcoal catalyst 10%. After the calculated amount of hydrogen was taken up, the catalyst was filtered off and the filtrate was evaporated. The residue was purified by column-chromatography over silica gel using a mixture of trichloromethane and methanol (90:... Starting materials: FC1=C(N)C=CC=C1 (2-fluoroaniline), FC1=C(C=CC=C1)[N+](=O)[O-] (2-fluoronitrobenzene), O1CCCC1 (tetrahydrofuran), [H][H] (hydrogen). Reagents/catalysts: [Pd] (palladium). The solvent is C1(=CC=CC=C1)C (toluene), C(=O)O (formic acid), O (water). The product is FC1=C(C=CC=C1)NC=O (N-(2-fluorophenyl)formamide). Reaction SMILES: [F:1][C:2]1[CH:7]=[CH:6][CH:5]=[CH:4][C:3]=1[N+:8]([O-])=O.[O:11]1CCC[CH2:12]1.[H][H].FC1C=CC=CC=1N>[Pd].C1(C)C=CC=CC=1.O.C(O)=O>[F:1][C:2]1[CH:7]=[CH:6][CH:5]=[CH:4][C:3]=1[NH:8][CH:12]=[O:11]. Reported procedure: A mixture of 25 g of 2-fluoronitrobenzene, 250 ml of tetrahydrofuran and 0.5 of a commercial palladium catalyst (5% on charcoal) was hydrogenated (50 psig hydrogen pressure) in a Parr shaker at room temperature. A mixture of the 2-fluoroaniline thus formed and a ten percent molar excess of formic acid in toluene was refluxed for 2 hours, water of reaction being removed as formed. The resulting mixture was distilled to 90°-95° C., 0.05 Torr. On cooling, the product crystallized to give N-(2-fluor... Reactants: CC1=C(C=C(C=2N=CNC21)C)N=C=S (4,7-dimethyl-5-benzimidazolylisothiocyanate), CO (methanol), C(CN)N (ethylenediamine). Solvent: C(Cl)Cl (CH2Cl2), C(Cl)Cl (CH2Cl2). Reaction conditions: time 2 hour. Yields the product CC1=C(C=C(C=2N=CNC21)C)NC(=S)NCCN (N-(4,7-dimethyl-5-benzimidazolyl)-N'-2-aminoethylthiourea). Reaction SMILES: [CH3:1][C:2]1[C:10]2[NH:9][CH:8]=[N:7][C:6]=2[C:5]([CH3:11])=[CH:4][C:3]=1[N:12]=[C:13]=[S:14].CO.[CH2:17]([NH2:20])[CH2:18][NH2:19]>C(Cl)Cl>[CH3:1][C:2]1[C:10]2[NH:9][CH:8]=[N:7][C:6]=2[C:5]([CH3:11])=[CH:4][C:3]=1[NH:12][C:13]([NH:19][CH2:18][CH2:17][NH2:20])=[S:14]. Procedure: A solution of 4,7-dimethyl-5-benzimidazolylisothiocyanate (0.59 g) in CH2Cl2 (50 mL)/methanol (5 mL) is added dropwise over 20 minutes to ethylenediamine (1 mL) in solution in CH2Cl2 (150 mL). The mixture is stirred for 2 hours at room temperature. The resulting suspension is filtered and the solid is dried overnight in vacuo to afford N-(4,7-dimethyl-5-benzimidazolyl)-N'-2-aminoethylthiourea as a white solid.